This data is from the Open Reaction Database (ORD), a public repository of structured organic reaction records. The task is: describe an organic reaction: reactants, conditions, products, and yield Starting materials: C(C)(C)NC(C)C (diisopropylamine), C(CCC)[Li] (butyllithium), [Cl-].[NH4+] (ammonium chloride), C(C1=CC=CC=C1)OC1=CC(OC(=C1)C)=O (4-Benzyloxy-6-methyl-2H-pyran-2-one), Cl (HCl), C(C1=CC=CC=C1)OC=1C=C(C=O)C=CC1OCC1=CC=CC=C1 (3,4-dibenzyloxy-benzaldehyde), 6n. The solvent is O1CCCC1 (tetrahydrofuran), O1CCCC1 (tetrahydrofuran), O1CCCC1 (tetrahydro-furan). Conditions: temperature -78 celsius, time 45 minute. Yields the product C(C1=CC=CC=C1)OC1=CC(OC(=C1)CC(O)C1=CC(=C(C=C1)OCC1=CC=CC=C1)OCC1=CC=CC=C1)=O (4-Benzyloxy-6-[2-(3,4-dibenzyloxyphenyl)-2-hydroxyethyl]-2H-pyran-2-one). Isolated yield 67.3%. Reaction SMILES: C(NC(C)C)(C)C.C([Li])CCC.[CH2:13]([O:20][C:21]1[CH:26]=[C:25]([CH3:27])[O:24][C:23](=[O:28])[CH:22]=1)[C:14]1[CH:19]=[CH:18][CH:17]=[CH:16][CH:15]=1.[CH2:29]([O:36][C:37]1[CH:38]=[C:39]([CH:42]=[CH:43][C:44]=1[O:45][CH2:46][C:47]1[CH:52]=[CH:51][CH:50]=[CH:49][CH:48]=1)[CH:40]=[O:41])[C:30]1[CH:35]=[CH:34][CH:33]=[CH:32][CH:31]=1.[Cl-].[NH4+].Cl>O1CCCC1>[CH2:13]([O:20][C:21]1[CH:26]=[C:25]([CH2:27][CH:40]([C:39]2[CH:42]=[CH:43][C:44]([O:45][CH2:46][C:47]3[CH:52]=[CH:51][CH:50]=[CH:49][CH:48]=3)=[C:37]([O:36][CH2:29][C:30]3[CH:35]=[CH:34][CH:33]=[CH:32][CH:31]=3)[CH:38]=2)[OH:41])[O:24][C:23](=[O:28])[CH:22]=1)[C:14]1[CH:15]=[CH:16][CH:17]=[CH:18][CH:19]=1 |f:4.5|. Reported procedure: A solution of 10.1 g (14.0 ml, 100 mmol) diisopropylamine in 150 ml tetrahydrofuran was mixed under nitrogen at -78° C. with 41.0 ml (95 mmol) butyllithium (2.3M in n-hexane). It was allowed to reach 0° C. for a short time and immediately cooled again to -78° C. After a dropwise addition of a solution of 19.0 g (88 mmol) 4-benzyloxy-6-methyl-2H-pyran-2-one (V) in 100 ml anhydrous tetrahydrofuran it was stirred for a further 45 min. at -78° C. and subsequently a solution of 12.8 g (40 mmol) 3,4-d... The reactants are C1CC1 (cyclopropane), XIV, XVII, C(C=CC1=CC=CC=C1)(=O)O (cinnamic acid), O1C(NCC1)=O (oxazolidinone), C1=CN(C=N1)C(=O)N2C=CN=C2 (CDI), acyl-imidazole. The product is C(C=CC1=CC=CC=C1)(=O)[O-].O1C(NCC1)=O (cinnamate oxazolidinone). Reaction SMILES: C1CC1.[C:4]([OH:14])(=[O:13])[CH:5]=[CH:6][C:7]1[CH:12]=[CH:11][CH:10]=[CH:9][CH:8]=1.C1N=CN(C(N2C=NC=C2)=O)C=1.[O:27]1[CH2:31][CH2:30][NH:29][C:28]1=[O:32]>>[C:4]([O-:14])(=[O:13])[CH:5]=[CH:6][C:7]1[CH:8]=[CH:9][CH:10]=[CH:11][CH:12]=1.[O:27]1[CH2:31][CH2:30][NH:29][C:28]1=[O:32] |f:4.5|. Procedure details: Cis and trans chiral cyclopropane intermediates of type XIV and XVII respectively, can also be prepared by the following two methods. The cinnamic acid XIII in presence of CDI is converted to the acyl-imidazole XIX, which under basic condition reacts with the optically pure oxazolidinone XX to afford the chiral cinnamate-oxazolidinone XXI. Cyclopropanation of XXI following previously described method gives rise to a separable (crystallization, SiO2) mixture (>5 to 1) of diastereoisomers XXII. Hy... Reactants: N (ammonia), ClC=1C=CC2=C(NC=3N(N=CC3C(N2)=O)C)C1 (6-chloro-3-methyl-4,9-dihydro-3H-2,3,4,9-tetraaza-benzo[f]azulen-10-one), [H-].[Al+3].[Li+].[H-].[H-].[H-] (lithium aluminium hydride), [H-].[Al+3].[Li+].[H-].[H-].[H-] (lithium aluminium hydride). Solvent: C1CCOC1 (THF). Conditions: time 30 minute. The product is ClC=1C=CC2=C(NC=3N(N=CC3CN2)C)C1 (6-Chloro-3-methyl-3,4,9,10-tetrahydro-2,3,4,9-tetraaza-benzo[f]azulene). Yield: 74.0%. RXN SMILES: [Cl:1][C:2]1[CH:3]=[CH:4][C:5]2[NH:14][C:13](=O)[C:12]3[CH:11]=[N:10][N:9]([CH3:16])[C:8]=3[NH:7][C:6]=2[CH:17]=1.[H-].[Al+3].[Li+].[H-].[H-].[H-].N>C1COCC1>[Cl:1][C:2]1[CH:3]=[CH:4][C:5]2[NH:14][CH2:13][C:12]3[CH:11]=[N:10][N:9]([CH3:16])[C:8]=3[NH:7][C:6]=2[CH:17]=1 |f:1.2.3.4.5.6|. Procedure: To a suspension of 6-chloro-3-methyl-4,9-dihydro-3H-2,3,4,9-tetraaza-benzo[f]azulen-10-one from Example E1.3 (5.56 g, 22.4 mmol) in anhydrous THF (200 ml) at 0° C. was added lithium aluminium hydride (4.24 g, 112 mmol), and the resulting suspension was heated at reflux for 18 h, then allowed to cool to room temperature. A further portion of lithium aluminium hydride (4.24 g, 112 mmol) was added, and the mixture was heated at re-flux for 18 h. The mixture was cooled to 0° C., 35% ammonia solution... The product is C1=CC(=CC=C1OC2=CC=C(C=C2)Br)Br (4,4'-dibromodiphenyl ether). Procedure: Still other approaches to the preparation of 4,4'-dibromodiphenyl ether involve condensation reactions. Thus, when bromobenzenes were heated with iodyl sulfate and then with concentrated, hydrochloric acid, R2I+Cl- was formed which, on coupling with para-bromophenol in aqueous solution containing sodium hydroxide, gave 4,4'-dibromodiphenyl ether. (Nilsson, C. A., et al., Chemosphere 1977, 6(9), 599-607; C.A. 88: 22273k). Another low yield synthesis of 4,4'-dibromodiphenyl ether utilizes coupling... Starting materials: BrC1=CC=C(C=C1)O (para-bromophenol), [OH-].[Na+] (sodium hydroxide). As a reaction SMILES: [Br:1][C:2]1[CH:7]=[CH:6][C:5]([OH:8])=[CH:4][CH:3]=1.[OH-].[Na+]>>[CH:4]1[C:5]([O:8][C:5]2[CH:6]=[CH:7][C:2]([Br:1])=[CH:3][CH:4]=2)=[CH:6][CH:7]=[C:2]([Br:1])[CH:3]=1 |f:1.2|. Reactants: CCOC(=O)CBr, O=C([O-])[O-], CNC1(c2ccccc2)CCC(=O)CC1, CCOCC, CN(C)C=O, [K+], [K+], O, Cc1ccc(S(=O)(=O)O)cc1, c1ccccc1. Yields the product CCOC(=O)CN(C)C1(c2ccccc2)CCC(=O)CC1. Reaction SMILES: [Br:16][CH2:17][C:18](=[O:19])[O:20][CH2:21][CH3:22].[C:23](=[O:24])([O-:25])[O-:26].[CH3:1][NH:2][C:3]1([c:10]2[cH:11][cH:12][cH:13][cH:14][cH:15]2)[CH2:4][CH2:5][C:6](=[O:9])[CH2:7][CH2:8]1.[CH3:40][CH2:41][O:42][CH2:43][CH3:44].[CH3:52][N:53]([CH3:54])[CH:55]=[O:56].[K+:27].[K+:28].[OH2:51].[c:29]1([CH3:30])[cH:31][cH:32][c:33]([S:34]([OH:35])(=[O:36])=[O:37])[cH:38][cH:39]1.[cH:45]1[cH:46][cH:47][cH:48][cH:49][cH:50]1>>[CH3:1][N:2]([C:3]1([c:10]2[cH:11][cH:12][cH:13][cH:14][cH:15]2)[CH2:4][CH2:5][C:6](=[O:9])[CH2:7][CH2:8]1)[CH2:17][C:18](=[O:19])[O:20][CH2:21][CH3:22]. Starting materials: CCO, NN, O, O=C1c2ccccc2C(=O)N1CC(O)COCc1cccc(CN2CCCCC2)c1. Product: NCC(O)COCc1cccc(CN2CCCCC2)c1. Reaction SMILES: [CH3:34][CH2:35][OH:36].[NH2:32][NH2:33].[OH2:31].[OH:1][CH:2]([CH2:3][N:4]1[C:5](=[O:6])[c:7]2[c:8]([cH:9][cH:10][cH:11][cH:12]2)[C:13]1=[O:14])[CH2:15][O:16][CH2:17][c:18]1[cH:19][c:20]([CH2:24][N:25]2[CH2:26][CH2:27][CH2:28][CH2:29][CH2:30]2)[cH:21][cH:22][cH:23]1>>[OH:1][CH:2]([CH2:3][NH2:4])[CH2:15][O:16][CH2:17][c:18]1[cH:19][c:20]([CH2:24][N:25]2[CH2:26][CH2:27][CH2:28][CH2:29][CH2:30]2)[cH:21][cH:22][cH:23]1. Starting materials: NC1=CC=C(C#N)C=C1 (p-aminobenzonitrile), C(CCC)C1=CC=C(C=O)C=C1 (p-n-butylbenzaldehyde), C1(=CC=C(C=C1)S(=O)(=O)O)C (p-toluenesulfonic acid). The solvent is C1=CC=CC=C1 (benzene). Yields the product C(CCC)C1=CC=C(C=NC2=CC=C(C#N)C=C2)C=C1 (p-[(p-n-butylbenzyliden)amino]benzonitrile). Reaction SMILES: [NH2:1][C:2]1[CH:9]=[CH:8][C:5]([C:6]#[N:7])=[CH:4][CH:3]=1.[CH2:10]([C:14]1[CH:21]=[CH:20][C:17]([CH:18]=O)=[CH:16][CH:15]=1)[CH2:11][CH2:12][CH3:13].C1(C)C=CC(S(O)(=O)=O)=CC=1>C1C=CC=CC=1>[CH2:10]([C:14]1[CH:15]=[CH:16][C:17]([CH:18]=[N:1][C:2]2[CH:9]=[CH:8][C:5]([C:6]#[N:7])=[CH:4][CH:3]=2)=[CH:20][CH:21]=1)[CH2:11][CH2:12][CH3:13]. Reported procedure: A mixture of 11.8 g. of p-aminobenzonitrile and 16.2 g. of p-n-butylbenzaldehyde in 200 ml. of benzene is treated with 300 mg. of p-toluenesulfonic acid and reacted as described in Example 1. After the addition of 3 g. of solid potassium carbonate, the mixture is filtered and evaporated, whereby there are obtained 27.0 g. of a yellow oil which crystallizes with cooling. Purification is carried out by several recrystallizations from isopropanol as described in Example 1. The p-[(p-n-butylbenzylid... The reactants are C(C)(C)(C)OC(=O)NC(=NC(OC(C)(C)C)=O)NCCOC1=CC(=CC=C1)CN1N=CC(=C1)C1=C2CCCN(C2=CC=C1)C(CCCOC1=C(C(=CC=C1)C)C)=O (tert-butyl (tert-butoxycarbonylamino)(2-(3-((4-(1-(4-(2,3-dimethylphenoxy)butanoyl)-1,2,3,4-tetrahydroquinolin-5-yl)-1H-pyrazol-1-yl)methyl)phenoxy)ethylamino)-methylenecarbamate), C(C)(C)(C)OC(=O)NC(=N)NC(=O)OC(C)(C)C (1,3-bis(tert-butoxycarbonyl)-guanidine), BrCCCO (3-bromopropan-1-ol). Yields the product BrCCCOC=1C=C(CN2N=CC(=C2)C2=C3CCCN(C3=CC=C2)C(CCCOC2=C(C(=CC=C2)C)C)=O)C=CC1 (1-(5-(1-(3-(3-Bromopropoxy)benzyl)-1H-pyrazol-4-yl)-3,4-dihydroquinolin-1(2H)-yl)-4-(2,3-dimethylphenoxy)butan-1-one). Reaction SMILES: C(OC(NC(NCCO[C:22]1[CH:27]=[CH:26][CH:25]=[C:24]([CH2:28][N:29]2[CH:33]=[C:32]([C:34]3[CH:43]=[CH:42][CH:41]=[C:40]4[C:35]=3[CH2:36][CH2:37][CH2:38][N:39]4[C:44](=[O:57])[CH2:45][CH2:46][CH2:47][O:48][C:49]3[CH:54]=[CH:53][CH:52]=[C:51]([CH3:55])[C:50]=3[CH3:56])[CH:31]=[N:30]2)[CH:23]=1)=NC(=O)OC(C)(C)C)=O)(C)(C)C.C(OC(NC(NC(OC(C)(C)C)=O)=N)=O)(C)(C)C.[Br:76][CH2:77][CH2:78][CH2:79][OH:80]>>[Br:76][CH2:77][CH2:78][CH2:79][O:80][C:22]1[CH:23]=[C:24]([CH:25]=[CH:26][CH:27]=1)[CH2:28][N:29]1[CH:33]=[C:32]([C:34]2[CH:43]=[CH:42][CH:41]=[C:40]3[C:35]=2[CH2:36][CH2:37][CH2:38][N:39]3[C:44](=[O:57])[CH2:45][CH2:46][CH2:47][O:48][C:49]2[CH:54]=[CH:53][CH:52]=[C:51]([CH3:55])[C:50]=2[CH3:56])[CH:31]=[N:30]1. Reported procedure: The title compound was prepared using a procedure analogous to tert-butyl (tert-butoxycarbonylamino)(2-(3-((4-(1-(4-(2,3-dimethylphenoxy)butanoyl)-1,2,3,4-tetrahydroquinolin-5-yl)-1H-pyrazol-1-yl)methyl)phenoxy)ethylamino)-methylenecarbamate except that 1,3-bis(tert-butoxycarbonyl)-guanidine was replaced with 3-bromopropan-1-ol. LCMS, [M+H]+=616.3.